Dataset: the Open Reaction Database (ORD), a public repository of structured organic reaction records. Task: describe an organic reaction: reactants, conditions, products, and yield Starting materials: ClC1=C(C(=NC(=N1)N1C=NC=C1)NCC(F)(F)F)C1=C(C=C(C=C1F)F)F (6-chloro-2-(1H-imidazol-1-yl)-N-(2,2,2-trifluoroethyl)-5-(2,4,6-trifluorophenyl)pyrimidin-4-amine), CN(CCCO)C (3-dimethylamino-1-propanol), [H-].[Na+] (sodium hydride). Run in CS(=O)C (dimethylsulfoxide). Procedure details: To a solution of 6-chloro-2-(1H-imidazol-1-yl)-N-(2,2,2-trifluoroethyl)-5-(2,4,6-trifluorophenyl)pyrimidin-4-amine (20 mg, 0.05 mmol) and 3-dimethylamino-1-propanol (103 mg, 1.0 mmol) in 3 mL of dimethylsulfoxide at room temperature is added sodium hydride (60% in mineral oil, 40 mg, 1.0 mmol). The mixture is stirred at 60° C. for 2 h, cooled to room temperature, and partitioned between ethyl acetate and saturated sodium chloride. The organic layer is washed with saturated sodium chloride (×3), ... As a reaction SMILES: [Cl:1][C:2]1[N:7]=[C:6]([N:8]2[CH:12]=[CH:11][N:10]=[CH:9]2)[N:5]=[C:4]([NH:13][CH2:14][C:15]([F:18])([F:17])[F:16])[C:3]=1[C:19]1[C:24]([F:25])=[CH:23][C:22](F)=[CH:21][C:20]=1[F:27].[CH3:28][N:29]([CH3:34])[CH2:30][CH2:31][CH2:32][OH:33].[H-].[Na+]>CS(C)=O>[Cl:1][C:2]1[N:7]=[C:6]([N:8]2[CH:12]=[CH:11][N:10]=[CH:9]2)[N:5]=[C:4]([NH:13][CH2:14][C:15]([F:16])([F:18])[F:17])[C:3]=1[C:19]1[C:20]([F:27])=[CH:21][C:22]([O:33][CH2:32][CH2:31][CH2:30][N:29]([CH3:34])[CH3:28])=[CH:23][C:24]=1[F:25] |f:2.3|. Run at temperature 60 celsius, time 2 hour. The product is ClC1=C(C(=NC(=N1)N1C=NC=C1)NCC(F)(F)F)C1=C(C=C(C=C1F)OCCCN(C)C)F (6-chloro-5-{4-[3-(dimethylamino)propoxy]-2,6-difluorophenyl}-2-(1H-imidazol-1-yl)-N-(2,2,2-trifluoroethyl)pyrimidin-4-amine). Yield: 65.2%. The reactants are CCOC(=O)c1cc2cc(Br)ccc2[nH]1, N#CCCl, [H-], [Na+], CN(C)C=O. As a reaction SMILES: [Br:1][c:2]1[cH:3][c:4]2[cH:5][c:6]([C:11](=[O:12])[O:13][CH2:14][CH3:15])[nH:7][c:8]2[cH:9][cH:10]1.[Cl:18][CH2:19][C:20]#[N:21].[H-:17].[Na+:16].[O:22]=[CH:23][N:24]([CH3:25])[CH3:26]>>[Br:1][c:2]1[cH:3][c:4]2[cH:5][c:6]([C:11](=[O:12])[O:13][CH2:14][CH3:15])[n:7]([CH2:19][C:20]#[N:21])[c:8]2[cH:9][cH:10]1. The product is CCOC(=O)c1cc2cc(Br)ccc2n1CC#N. Reactants: CCN(C(C)C)C(C)C (DIPEA), C1(=CC=CC=C1)P(=O)(C1=CC=CC=C1)N=[N+]=[N-] (diphenylphosphoryl azide), tetrapeptide, C=1C=CC2=C(C1)N=NN2O.C1CCC(CC1)N=C=NC2CCCCC2 (HOBt DCC), N([C@@H](CC(N)=O)C(=O)O)C(=O)OC(C)(C)C (Boc-Asn-OH), C1(=CC=CC=C1)CCC(=O)N([C@@H](C(C)C)C(=O)N[C@@H]([C@@H](C)CC)C(=O)N[C@@H](CC(N)=O)C(=O)N[C@@H](CC(OCC1=CC=CC=C1)=O)C(=O)O)C (PhCH2CH2CO-N-Me-Val-Ile-Asn-Asp(OBzl)-OH), N([C@@H](CC(OCC1=CC=CC=C1)=O)C(=O)O)C(=O)OC(C)(C)C (Boc-Asp(OBzl)-OH), tetrapeptide, CC(C[C@@H](C1=NN=NN1)N)C (3-methyl-1(S)-(5-1H-tetrazolyl)butylamine). The solvent is CN(C)C=O (DMF). Reaction conditions: time 16 hour. The product is N[C@@H](CC(OCC1=CC=CC=C1)=O)C(=O)O (Asp(OBzl)). As a reaction SMILES: C1(CCC(N(C)[C@H](C(N[C@H](C(N[C@H](C([NH:34][C@H:35]([C:47]([OH:49])=[O:48])[CH2:36][C:37](=[O:46])[O:38][CH2:39][C:40]2[CH:45]=[CH:44][CH:43]=[CH:42][CH:41]=2)=O)CC(=O)N)=O)[C@H](CC)C)=O)C(C)C)=O)C=CC=CC=1.N(C(OC(C)(C)C)=O)[C@H](C(O)=O)CC(=O)OCC1C=CC=CC=1.C1C=CC2N(O)N=NC=2C=1.C1CCC(N=C=NC2CCCCC2)CC1.N(C(OC(C)(C)C)=O)[C@H](C(O)=O)CC(=O)N.CC(C)C[C@H](N)C1NN=NN=1.CCN(C(C)C)C(C)C.C1(P(N=[N+]=[N-])(C2C=CC=CC=2)=O)C=CC=CC=1>CN(C=O)C>[NH2:34][C@H:35]([C:47]([OH:49])=[O:48])[CH2:36][C:37](=[O:46])[O:38][CH2:39][C:40]1[CH:41]=[CH:42][CH:43]=[CH:44][CH:45]=1 |f:2.3|. Procedure: A modified procedure of example I was used to assemble the protected tetrapeptide (SEQ ID NO:5) PhCH2CH2CO-N-Me-Val-Ile-Asn-Asp(OBzl)-OH wherein Boc-Asp(OBzl)-OH was linked to the photo-resin and HOBt/DCC was used for coupling Boc-Asn-OH. A solution of the protected tetrapeptide (375 mg, 0.54 mmol) and 3-methyl-1(S)-(5-1H-tetrazolyl)butylamine (375 mg, 1.25 mmol) in DMF (15 ml) was cooled to 0. DIPEA (284 mg) and then diphenylphosphoryl azide (760 mg) were added to the solution. The reaction mix...